Dataset: the Open Reaction Database (ORD), a public repository of structured organic reaction records. Task: describe an organic reaction: reactants, conditions, products, and yield Starting materials: C(#N)C1=CC2=CC[C@H]3[C@@H]4CC[C@@H]([C@@]4(C)CC[C@@H]3[C@]2(CC1)C)C(SC1=NC=CC=C1)=O (S-2-pyridyl 3-cyanoandrosta-3,5-diene-17β-thiocarboxylate), C(C)OC1=CC=C(C=C1)C(C)(C)N (1-(4-ethoxyphenyl)-1-methylethylamine). The product is C(C)OC1=CC=C(C=C1)C(C)(C)NC(=O)[C@@H]1[C@]2(C)[C@@H](CC1)[C@@H]1CC=C3C=C(CC[C@]3(C)[C@H]1CC2)C#N (N-[1-(4-Ethoxyphenyl)-1-methylethyl]-3-cyanoandrosta-3,5-diene-17β-carboxamide). Isolated yield 91.0%. Reaction SMILES: [C:1]([C:3]1[CH2:20][CH2:19][C@@:18]2([CH3:21])[C:5](=[CH:6][CH2:7][C@@H:8]3[C@@H:17]2[CH2:16][CH2:15][C@@:13]2([CH3:14])[C@H:9]3[CH2:10][CH2:11][C@@H:12]2[C:22](=[O:30])SC2C=CC=CN=2)[CH:4]=1)#[N:2].[CH2:31]([O:33][C:34]1[CH:39]=[CH:38][C:37]([C:40]([NH2:43])([CH3:42])[CH3:41])=[CH:36][CH:35]=1)[CH3:32]>>[CH2:31]([O:33][C:34]1[CH:39]=[CH:38][C:37]([C:40]([NH:43][C:22]([C@H:12]2[CH2:11][CH2:10][C@H:9]3[C@H:8]4[C@H:17]([CH2:16][CH2:15][C@:13]23[CH3:14])[C@:18]2([CH3:21])[C:5]([CH:4]=[C:3]([C:1]#[N:2])[CH2:20][CH2:19]2)=[CH:6][CH2:7]4)=[O:30])([CH3:42])[CH3:41])=[CH:36][CH:35]=1)[CH3:32]. Procedure details: Following a procedure similar to that described in Example 3(b), but using S-2-pyridyl 3-cyanoandrosta-3,5-diene-17β-thiocarboxylate [prepared as described in Example 3(a)] and 1-(4-ethoxyphenyl)-1-methylethylamine (prepared as described in Preparation 10g) as starting materials, in relative proportions similar to those used in that Example, the title compound was obtained in a yield of 91%. Reactants: Cc1nc(C#Cc2cccc(Cl)c2)c[nH]1, ClCCl, OB(O)c1ccoc1. The product is Cc1nc(C#Cc2cccc(Cl)c2)cn1-c1ccoc1. Reaction SMILES: [Cl:1][c:2]1[cH:3][c:4]([C:8]#[C:9][c:10]2[n:11][c:12]([CH3:15])[nH:13][cH:14]2)[cH:5][cH:6][cH:7]1.[Cl:24][CH2:25][Cl:26].[o:16]1[cH:17][c:18]([B:21]([OH:22])[OH:23])[cH:19][cH:20]1>>[Cl:1][c:2]1[cH:3][c:4]([C:8]#[C:9][c:10]2[n:11][c:12]([CH3:15])[n:13](-[c:18]3[cH:17][o:16][cH:20][cH:19]3)[cH:14]2)[cH:5][cH:6][cH:7]1. The reactants are ClC1=CC=CC=2NC(NC21)=O (4-chloro-1,3-dihydro-benzoimidazol-2-one), P(=O)(Cl)(Cl)Cl (Phosphorus oxychloride). Reaction conditions: temperature 80 celsius, time 15 minute. Product: ClC1=NC2=C(N1)C=CC=C2Cl (2,4-Dichloro-1H-benzoimidazole). Isolated yield 92.0%. Reaction SMILES: [Cl:1][C:2]1[C:10]2[NH:9][C:8](=O)[NH:7][C:6]=2[CH:5]=[CH:4][CH:3]=1.P(Cl)(Cl)([Cl:14])=O>>[Cl:14][C:8]1[NH:7][C:6]2[CH:5]=[CH:4][CH:3]=[C:2]([Cl:1])[C:10]=2[N:9]=1. Reported procedure: Phosphorus oxychloride (10 mL) was added to 4-chloro-1,3-dihydro-benzoimidazol-2-one (0.750 g, 4.45 mmol), and the mixture heated to 80° C. for 48 h. The mixture was cooled to 23° C. and POCl3 removed under reduced pressure. The residue was cooled to 0° C., and cold saturated aqueous NaHCO3 (20 mL) was added cautiously. After stirring at 23° C. for 15 min, the mixture was sonicated and the resulting residue was filtered to yield the titled compound (0.760 g, 92%), which was used in the next step... The reactants are O=S(=O)(Cc1ccccc1F)c1ccc(F)c(Cl)c1, O=C(O)Cc1cc(O)cc(C(F)(F)F)c1. The product is O=C(O)Cc1cc(Oc2ccc(S(=O)(=O)Cc3ccccc3F)cc2Cl)cc(C(F)(F)F)c1. Reaction SMILES: [Cl:16][c:17]1[c:18]([F:34])[cH:19][cH:20][c:21]([S:23](=[O:24])(=[O:25])[CH2:26][c:27]2[c:28]([F:33])[cH:29][cH:30][cH:31][cH:32]2)[cH:22]1.[OH:1][c:2]1[cH:3][c:4]([CH2:12][C:13](=[O:14])[OH:15])[cH:5][c:6]([C:8]([F:9])([F:10])[F:11])[cH:7]1>>[O:1]([c:2]1[cH:3][c:4]([CH2:12][C:13](=[O:14])[OH:15])[cH:5][c:6]([C:8]([F:9])([F:10])[F:11])[cH:7]1)[c:18]1[c:17]([Cl:16])[cH:22][c:21]([S:23](=[O:24])(=[O:25])[CH2:26][c:27]2[c:28]([F:33])[cH:29][cH:30][cH:31][cH:32]2)[cH:20][cH:19]1. Starting materials: N#CCBr, Oc1ccc(-c2ccc3c(c2)c2c(n3Cc3ccccc3)CCCC2)cc1, CC(C)=O, [K+], [K+], O=C([O-])[O-]. Yields the product N#CCOc1ccc(-c2ccc3c(c2)c2c(n3Cc3ccccc3)CCCC2)cc1. Reaction SMILES: [Br:34][CH2:35][C:36]#[N:37].[CH2:1]([c:2]1[cH:3][cH:4][cH:5][cH:6][cH:7]1)[n:8]1[c:9]2[c:14]([c:15]3[cH:16][c:17](-[c:21]4[cH:22][cH:23][c:24]([OH:27])[cH:25][cH:26]4)[cH:18][cH:19][c:20]13)[CH2:13][CH2:12][CH2:11][CH2:10]2.[CH3:38][C:39](=[O:40])[CH3:41].[K+:28].[K+:29].[O-:30][C:31]([O-:32])=[O:33]>>[CH2:1]([c:2]1[cH:3][cH:4][cH:5][cH:6][cH:7]1)[n:8]1[c:9]2[c:14]([c:15]3[cH:16][c:17](-[c:21]4[cH:22][cH:23][c:24]([O:27][CH2:35][C:36]#[N:37])[cH:25][cH:26]4)[cH:18][cH:19][c:20]13)[CH2:13][CH2:12][CH2:11][CH2:10]2. Reactants: O=C(c1ncc[nH]1)c1ncc[nH]1, CC(C)(C)OC(=O)NCc1cccc(CN)c1, C1CCOC1, CCOC(C)=O, O=C(O)c1cnc(-c2cccc(F)c2)nc1. Product: CC(C)(C)OC(=O)NCc1cccc(CNC(=O)c2cnc(-c3cccc(F)c3)nc2)c1. Reaction SMILES: [C:17]([c:18]1[nH:19][cH:20][cH:21][n:22]1)([c:23]1[nH:24][cH:25][cH:26][n:27]1)=[O:28].[C:29]([CH3:30])([CH3:31])([CH3:32])[O:33][C:34]([NH:35][CH2:36][c:37]1[cH:38][c:39]([CH2:43][NH2:44])[cH:40][cH:41][cH:42]1)=[O:45].[CH2:46]1[O:47][CH2:48][CH2:49][CH2:50]1.[CH3:51][CH2:52][O:53][C:54]([CH3:55])=[O:56].[F:1][c:2]1[cH:3][c:4](-[c:8]2[n:9][cH:10][c:11]([C:14](=[O:15])[OH:16])[cH:12][n:13]2)[cH:5][cH:6][cH:7]1>>[F:1][c:2]1[cH:3][c:4](-[c:8]2[n:9][cH:10][c:11]([C:14](=[O:16])[NH:44][CH2:43][c:39]3[cH:38][c:37]([CH2:36][NH:35][C:34]([O:33][C:29]([CH3:30])([CH3:31])[CH3:32])=[O:45])[cH:42][cH:41][cH:40]3)[cH:12][n:13]2)[cH:5][cH:6][cH:7]1. Reactants: COc1cc2c(cc1C(=O)O)SCCC2NC(=O)OC(C)(C)C, C[n+]1ccccc1Cl, [I-], Nc1ccncc1. Yields the product COc1cc2c(cc1C(=O)Nc1ccncc1)SCCC2NC(=O)OC(C)(C)C. As a reaction SMILES: [C:1]([CH3:2])([CH3:3])([CH3:4])[O:5][C:6](=[O:7])[NH:8][CH:9]1[CH2:10][CH2:11][S:12][c:13]2[cH:14][c:15]([C:21](=[O:22])[OH:23])[c:16]([O:19][CH3:20])[cH:17][c:18]21.[Cl:32][c:33]1[cH:34][cH:35][cH:36][cH:37][n+:38]1[CH3:39].[I-:31].[NH2:24][c:25]1[cH:26][cH:27][n:28][cH:29][cH:30]1>>[C:1]([CH3:2])([CH3:3])([CH3:4])[O:5][C:6](=[O:7])[NH:8][CH:9]1[CH2:10][CH2:11][S:12][c:13]2[cH:14][c:15]([C:21](=[O:23])[NH:24][c:25]3[cH:26][cH:27][n:28][cH:29][cH:30]3)[c:16]([O:19][CH3:20])[cH:17][c:18]21.